From a dataset of the Open Reaction Database (ORD), a public repository of structured organic reaction records. describe an organic reaction: reactants, conditions, products, and yield Reactants: S(=O)(Cl)Cl (Thionyl chloride), FC1=CC(=C(C(=O)C2=C(C(=O)O)C=CC=C2)C=C1)OC (2-(4-fluoro-2-methoxybenzoyl)benzoic acid), N1=CC=CC=C1 (pyridine). Solvent: C1=CC=CC=C1 (benzene). Product: FC1=CC(=C(C(=O)C2=C(C(=O)Cl)C=CC=C2)C=C1)OC (2-(4-fluoro-2-methoxybenzoyl)benzoyl chloride). RXN SMILES: S(Cl)([Cl:3])=O.[F:5][C:6]1[CH:22]=[CH:21][C:9]([C:10]([C:12]2[CH:20]=[CH:19][CH:18]=[CH:17][C:13]=2[C:14](O)=[O:15])=[O:11])=[C:8]([O:23][CH3:24])[CH:7]=1.N1C=CC=CC=1>C1C=CC=CC=1>[F:5][C:6]1[CH:22]=[CH:21][C:9]([C:10]([C:12]2[CH:20]=[CH:19][CH:18]=[CH:17][C:13]=2[C:14]([Cl:3])=[O:15])=[O:11])=[C:8]([O:23][CH3:24])[CH:7]=1. Reported procedure: Thionyl chloride (1.5 ml) was added to a solution of 2-(4-fluoro-2-methoxybenzoyl)benzoic acid (mp 119°-120° C.) (3.66 g) and pyridine (0.03 ml) in benzene (50 ml), followed by refluxing for an hour. The solvent was distilled off to give 2-(4-fluoro-2-methoxybenzoyl)benzoyl chloride (IRνmaxNujol : 1795 cm-1). A solution of this product in methylene chloride (40 ml) was added to a solution of ethyl 4-isopropylaminocrotonate (Reference Example I) (3.6 g) and triethylamine (3.0 ml) in methylene chl... Reactants: C(C)(=O)OCC (ethyl acetate), OCC(CO)(CO)NC(C(C)(C)C)=O (N-(1,3-dihydroxy-2-(hydroxymethyl)propan-2-yl)pivalamide), COC(C)(C)OC (2,2-dimethoxypropane). The reagents and catalysts are C1(=CC=C(C=C1)S(=O)(=O)[O-])C.[NH+]1=CC=CC=C1 (pyridinium para-toluenesulfonate). The solvent is petroleum ether, CN(C)C=O (DMF), C(C)OCC (diethyl ether). Conditions: time 15 hour. Product: OCC1(COC(OC1)(C)C)NC(C(C)(C)C)=O (N-(5-(hydroxymethyl)-2,2-dimethyl-1,3-dioxan-5-yl)pivalamide). Yield: 71.0%. As a reaction SMILES: [OH:1][CH2:2][C:3]([NH:8][C:9](=[O:14])[C:10]([CH3:13])([CH3:12])[CH3:11])([CH2:6][OH:7])[CH2:4][OH:5].CO[C:17](OC)([CH3:19])[CH3:18].C(OCC)(=O)C>CN(C=O)C.C(OCC)C.C1(C)C=CC(S([O-])(=O)=O)=CC=1.[NH+]1C=CC=CC=1>[OH:1][CH2:2][C:3]1([NH:8][C:9](=[O:14])[C:10]([CH3:11])([CH3:13])[CH3:12])[CH2:6][O:7][C:17]([CH3:19])([CH3:18])[O:5][CH2:4]1 |f:5.6|. Reported procedure: A solution of 2-amino-2-(hydroxymethyl)propane-1,3-diol (15.7 g, 130 mmol) and di-tert-butyl dicarbonate (31.1 g, 143 mmol) in methanol (400 mL) and water (40 mL) was stirred at ambient temperature for 72 h. The contents of the flask were evaporated and the resulting white solid dissolved in minimal hot ethyl acetate and allowed to recrystallise overnight. The crystals were filtered and washed with petroleum ether to give N-(1,3-dihydroxy-2-(hydroxymethyl)propan-2-yl)pivalamide (26.5 g, 130 mmol... The reactants are O1C(=CC2=C1C=CC=C2)S(=O)(=O)N (2-Benzofuransulfonamide), CC1=CC=C(C=C1)N=C=O (4-methylphenylisocyanate). Yields the product CC1=CC=C(C=C1)NC(=O)NS(=O)(=O)C=1OC2=C(C1)C=CC=C2 (N-[[(4-methylphenyl)amino]carbonyl]-2-benzofuransulfonamide). Yield: 63.7%. Reaction SMILES: [O:1]1[C:5]2[CH:6]=[CH:7][CH:8]=[CH:9][C:4]=2[CH:3]=[C:2]1[S:10]([NH2:13])(=[O:12])=[O:11].[CH3:14][C:15]1[CH:20]=[CH:19][C:18]([N:21]=[C:22]=[O:23])=[CH:17][CH:16]=1>>[CH3:14][C:15]1[CH:20]=[CH:19][C:18]([NH:21][C:22]([NH:13][S:10]([C:2]2[O:1][C:5]3[CH:6]=[CH:7][CH:8]=[CH:9][C:4]=3[CH:3]=2)(=[O:11])=[O:12])=[O:23])=[CH:17][CH:16]=1. Procedure: 2-Benzofuransulfonamide (7.6 mmol), prepared as described in Preparation 2, was reacted with 4-methylphenylisocyanate (7.6 mmol) as described in Preparation 2 to obtain 1.6 g of the title product as a solid.